From a dataset of the Open Reaction Database (ORD), a public repository of structured organic reaction records. describe an organic reaction: reactants, conditions, products, and yield Starting materials: OOS(=O)[O-].[K+] (oxone), CC=1SC(=C(N1)C)C1=NC(=NC=C1)SC (4-(2,4-dimethyl-thiazol-5-yl)-2-methylsulfanyl-pyrimidine), C(=O)(O)[O-].[Na+] (NaHCO3). Run in CO (MeOH). Reaction conditions: time 2 hour. The product is CC=1SC(=C(N1)C)C1=NC(=NC=C1)S(=O)(=O)C (4-(2,4-Dimethyl-thiazol-5-yl)-2-methanesulfonyl-pyrimidine). Yield: 75.0%. As a reaction SMILES: [CH3:1][C:2]1[S:3][C:4]([C:8]2[CH:13]=[CH:12][N:11]=[C:10](SC)[N:9]=2)=[C:5]([CH3:7])[N:6]=1.O[O:17][S:18]([O-:20])=O.[K+].[C:22]([O-])(O)=O.[Na+]>CO>[CH3:1][C:2]1[S:3][C:4]([C:8]2[CH:13]=[CH:12][N:11]=[C:10]([S:18]([CH3:22])(=[O:20])=[O:17])[N:9]=2)=[C:5]([CH3:7])[N:6]=1 |f:1.2,3.4|. Procedure details: A solution of 4-(2,4-dimethyl-thiazol-5-yl)-2-methylsulfanyl-pyrimidine (342 mg, 1.44 mmol) in MeOH (12 ml) was cooled at 0° C., then an aqueous solution of oxone (2.65 g, 4.32 mmol in 12 ml of water) was slowly added. After stirring 2 hours at room temperature, the mixture was basified with 5% NaHCO3 and the product was extracted with ethyl acetate. The organic phase was dried (Na2SO4) and evaporated to give 288 mg of the title compound that was used in the next step without further purificatio...